This data is from the Open Reaction Database (ORD), a public repository of structured organic reaction records. The task is: describe an organic reaction: reactants, conditions, products, and yield Starting materials: C(C)OC(=O)N1CCNCC1 (1-ethoxycarbonylpiperazine), ClCCN1CCCCC1 (N-(2-chloroethyl)piperidine), C([O-])([O-])=O.[K+].[K+] (potassium carbonate). Solvent: C(C)O (ethanol). Product: N1(CCCCC1)CCN1CCN(CC1)C(=O)OCC (N-(2-Piperidinoethyl)-N'-(ethoxycarbonyl)piperazine). As a reaction SMILES: [CH2:1]([O:3][C:4]([N:6]1[CH2:11][CH2:10][NH:9][CH2:8][CH2:7]1)=[O:5])[CH3:2].Cl[CH2:13][CH2:14][N:15]1[CH2:20][CH2:19][CH2:18][CH2:17][CH2:16]1.C(=O)([O-])[O-].[K+].[K+]>C(O)C>[N:15]1([CH2:14][CH2:13][N:9]2[CH2:8][CH2:7][N:6]([C:4]([O:3][CH2:1][CH3:2])=[O:5])[CH2:11][CH2:10]2)[CH2:20][CH2:19][CH2:18][CH2:17][CH2:16]1 |f:2.3.4|. Procedure details: A mixture of 1-ethoxycarbonylpiperazine (10.9 grams; 0.069 moles), N-(2-chloroethyl)piperidine (10.2 grams; 0.069 moles) and potassium carbonate, (9.5 grams; 0.069 moles) in 100 cc of ethanol is heated to reflux for 4 hours. After cooling, the salt is filtered, the filtrate is evaporated and the oily residue is distilled under vacuo; b.p. 133°-136° C. (0.02 mm). Dihydrochloride: m.p. 254°-256° C. (from methanol); Rf=0.74 (MeOH-concentrated NH4OH 9.5:0.5); IR (neat); 2940, 2860, 2820, 1710, 1470,... Starting materials: COC(CCC1=CC(=CC=C1)CNCC1=CC=C(C=C1)C=1C=NC=CC1)=O (3-{3-[(4-pyridin-3-yl-benzylamino)-methyl]-phenyl}-propionic acid methyl ester), Cl.N1=CC(=CC=C1)S(=O)(=O)Cl (pyridine-3-sulfonyl chloride hydrochloride). Solvent: C(C)N(CC)CC (triethylamine). Product: COC(CCC1=CC(=CC=C1)CN(CC1=CC=C(C=C1)C=1C=NC=CC1)S(=O)(=O)C=1C=NC=CC1)=O (3-(3-{[(Pyridine-3-sulfonyl)-(4-pyridin-3-yl-benzyl)-amino]-methyl}-phenyl)propionic acid methyl ester). Reaction SMILES: [CH3:1][O:2][C:3](=[O:27])[CH2:4][CH2:5][C:6]1[CH:11]=[CH:10][CH:9]=[C:8]([CH2:12][NH:13][CH2:14][C:15]2[CH:20]=[CH:19][C:18]([C:21]3[CH:22]=[N:23][CH:24]=[CH:25][CH:26]=3)=[CH:17][CH:16]=2)[CH:7]=1.Cl.[N:29]1[CH:34]=[CH:33][CH:32]=[C:31]([S:35](Cl)(=[O:37])=[O:36])[CH:30]=1>C(N(CC)CC)C>[CH3:1][O:2][C:3](=[O:27])[CH2:4][CH2:5][C:6]1[CH:11]=[CH:10][CH:9]=[C:8]([CH2:12][N:13]([S:35]([C:31]2[CH:30]=[N:29][CH:34]=[CH:33][CH:32]=2)(=[O:37])=[O:36])[CH2:14][C:15]2[CH:20]=[CH:19][C:18]([C:21]3[CH:22]=[N:23][CH:24]=[CH:25][CH:26]=3)=[CH:17][CH:16]=2)[CH:7]=1 |f:1.2|. Procedure details: The title compound of Step B was prepared from 3-{3-[(4-pyridin-3-yl-benzylamino)-methyl]-phenyl}-propionic acid methyl ester, of Step A, and pyridine-3-sulfonyl chloride hydrochloride, of Preparation 2, following the method described in Example 1, Step B using triethylamine in place of N,N-diisopropylethylamine. 1H NMR (400 MHz, CDCl3) δ 9.05 (d, 1H), 8.80 (m, 2H), 8.60 (d, 1H), 8.06 (m, 1H), 7.91 (m, 1H), 7.44 (m, 4H), 7.21 (d, 2H), 7.15 (m, 1H), 7.06 (d, 1H), 6.92 (d, 1H), 6.87 (s, 1H), 4.41 ... Starting materials: C1(=CC=CC=C1)OC (anisole), NC=1SC=C(N1)C(C(=O)N[C@@H]1C(N([C@@H]1COC(N)=O)S(=O)(=O)[O-])=O)=NOC(C)(C(=O)OC(C1=CC=CC=C1)C1=CC=CC=C1)C.[Na+] (sodium cis-3-[2-(2-amino-4-thiazolyl)-2-(1-methyl-1-benzhydryloxycarbonylethyloxyimino)acetamido]-4-carbamoyloxymethyl-2-oxoazetidine-1-sulfonate), FC(C(=O)O)(F)F (trifluoroacetic acid). Solvent: petroleum ether, CCOCC (ether). Conditions: temperature -20 celsius. Product: NC=1SC=C(N1)C(C(=O)N[C@@H]1C(N([C@@H]1COC(N)=O)S(=O)(=O)O)=O)=NOC(C)(C(=O)O)C (cis-3-[2-(2-amino-4-thiazolyl)-2-(1 -methyl-1-carboxyethyloxyimino)acetamido]-4-carbamoyloxymethyl-2-oxoazetidine-1-sulfonic acid). Reaction SMILES: C1(OC)C=CC=CC=1.[NH2:9][C:10]1[S:11][CH:12]=[C:13]([C:15](=[N:33][O:34][C:35]([CH3:53])([C:37]([O:39]C(C2C=CC=CC=2)C2C=CC=CC=2)=[O:38])[CH3:36])[C:16]([NH:18][C@H:19]2[C@@H:22]([CH2:23][O:24][C:25](=[O:27])[NH2:26])[N:21]([S:28]([O-:31])(=[O:30])=[O:29])[C:20]2=[O:32])=[O:17])[N:14]=1.[Na+].FC(F)(F)C(O)=O>CCOCC>[NH2:9][C:10]1[S:11][CH:12]=[C:13]([C:15](=[N:33][O:34][C:35]([CH3:53])([C:37]([OH:39])=[O:38])[CH3:36])[C:16]([NH:18][C@H:19]2[C@@H:22]([CH2:23][O:24][C:25](=[O:27])[NH2:26])[N:21]([S:28]([OH:31])(=[O:30])=[O:29])[C:20]2=[O:32])=[O:17])[N:14]=1 |f:1.2|. Procedure: To 1 ml of anisole is added 250 mg of sodium cis-3-[2-(2-amino-4-thiazolyl)-2-(1-methyl-1-benzhydryloxycarbonylethyloxyimino)acetamido]-4-carbamoyloxymethyl-2-oxoazetidine-1-sulfonate (syn-isomer) and under stirring at -20° C., 5 ml of trifluoroacetic acid is added dropwise. The mixture is stirred at -15° C. for 30 minutes, after which 10 ml of ether and 10 ml of petroleum ether are added. The resultant powder is recovered by centrifugation and dissolved in water. To the solution is Dowex 50W (H... Reactants: C(C)(=O)O[C@]1(C[C@H](N(C1)C(=O)OC(C)(C)C)COC1=CC=C(C(=O)OC)C=C1)O (methyl 4-[(2S,4S)-4-acetoxy-1-tert-butoxycarbonyl-4-hydroxy-2-pyrrolidinyl]methoxybenzoate), C(=O)([O-])[O-].[K+].[K+] (K2CO3). The solvent is CO (MeOH). Reaction conditions: time 1 day. Product: C(C)(C)(C)OC(=O)N1[C@@H](C[C@@H](C1)O)COC1=CC=C(C(=O)OC)C=C1 (methyl 4-[(2S,4S)-1-tert-butoxycarbonyl-4-hydroxy-2-pyrrolidinyl]methoxybenzoate). Isolated yield 86.7%. RXN SMILES: C([O:4][C@:5]1(O)[CH2:9][N:8]([C:10]([O:12][C:13]([CH3:16])([CH3:15])[CH3:14])=[O:11])[C@H:7]([CH2:17][O:18][C:19]2[CH:28]=[CH:27][C:22]([C:23]([O:25][CH3:26])=[O:24])=[CH:21][CH:20]=2)[CH2:6]1)(=O)C.C([O-])([O-])=O.[K+].[K+]>CO>[C:13]([O:12][C:10]([N:8]1[CH2:9][C@@H:5]([OH:4])[CH2:6][C@H:7]1[CH2:17][O:18][C:19]1[CH:20]=[CH:21][C:22]([C:23]([O:25][CH3:26])=[O:24])=[CH:27][CH:28]=1)=[O:11])([CH3:16])([CH3:14])[CH3:15] |f:1.2.3|. Reported procedure: To a stirred solution of methyl 4-[(2S,4S)-4-acetoxy-1-tert-butoxycarbonyl-4-hydroxy-2-pyrrolidinyl]methoxybenzoate (7.43 g, 18.9 mmol) in MeOH (150 ml) was added cat. K2CO3 at room temperature. After 1 day stirring, the mixture was concentrated in vacuo. The resulting residue was recrystallized by the addition of CHCl3-n-hexane, to give methyl 4-[(2S,4S)-1-tert-butoxycarbonyl-4-hydroxy-2-pyrrolidinyl]methoxybenzoate (5.76 g, 87%) as a colorless solid. 1H-NMR (CDCl3) δ1.46 (s, 9H), 2.11 (m, 1H),... Reactants: BrC1=C(C=CC(=C1)F)C1(CC1)N (1-(2-bromo-4-fluorophenyl)cyclopropanamine), CCN(C(C)C)C(C)C (DIPEA), CN(C)C=O (DMF). Reagents/catalysts: C1=CC=C(C=C1)P([C-]2C=CC=C2)C3=CC=CC=C3.C1=CC=C(C=C1)P([C-]2C=CC=C2)C3=CC=CC=C3.Cl[Pd]Cl.[Fe+2] (Pd(dppf)Cl2). Reaction conditions: temperature 130 celsius, time 16 hour. Yields the product FC=1C=C2C(NC3(C2=CC1)CC3)=O (5′-Fluorospiro[cyclopropane-1,1′-isoindolin]-3′-one). Yield: 26.0%. RXN SMILES: Br[C:2]1[CH:7]=[C:6]([F:8])[CH:5]=[CH:4][C:3]=1[C:9]1([NH2:12])[CH2:11][CH2:10]1.CCN(C(C)C)C(C)C.CN([CH:25]=[O:26])C>C1C=CC(P(C2C=CC=CC=2)[C-]2C=CC=C2)=CC=1.C1C=CC(P(C2C=CC=CC=2)[C-]2C=CC=C2)=CC=1.Cl[Pd]Cl.[Fe+2]>[F:8][C:6]1[CH:7]=[C:2]2[C:3](=[CH:4][CH:5]=1)[C:9]1([CH2:11][CH2:10]1)[NH:12][C:25]2=[O:26] |f:3.4.5.6|. Procedure details: A mixture of 1-(2-bromo-4-fluorophenyl)cyclopropanamine (3.0 g, 17.4 mmol), Pd(dppf)Cl2 (0.4 g), DIPEA (5.05 g, 39.1 mmol) in DMF (40 mL) was stirred in an autoclave under 2 MPa of CO (g) at 130° C. for 16 hours. After it was cooled down to room temperature, the reaction mixture was diluted with EtOAt (300 mL) and washed with brine. The organic layer was dried over anhy. Na2SO4, filtered, and concentrated under reduced pressure to give a crude product which was purified by chromatography to affo...